Dataset: the Open Reaction Database (ORD), a public repository of structured organic reaction records. Task: describe an organic reaction: reactants, conditions, products, and yield Starting materials: C1(=CC=CC=C1)P(=O)(C1=CC=CC=C1)OC=1[C@@H]([C@@H]2N(C1C(=O)OCC1=CC=C(C=C1)[N+](=O)[O-])C([C@@H]2[C@@H](C)O)=O)C (p-nitrobenzyl (1R,5S,6S)-2-(diphenylphosphoryloxy)-6-[(R)-1-hydroxyethyl]-1-methylcarbapen-2-em-3-carboxylate), C(C)(C)N(CC)C(C)C (diisopropylethylamine), C(C)(=O)SC1CN(C1)C=1OC=C(N1)C(=O)N1CC(C1)OC (3-acetylthio-1-(4-(3-methoxyazetidine-I-carbonyl)-1,3-oxazol-2-yl)azetidine), C(C)(=O)O.NN (hydrazine acetate), C(O)([O-])=O.[Na+] (sodium hydrogencarbonate). Run in C(C)#N (acetonitrile), CN(C=O)C (dimethylformamide), C(C)(=O)OCC (ethyl acetate). Reaction conditions: time 1 hour. Product: COC1CN(C1)C(=O)C=1N=C(OC1)N1CC(C1)SC=1[C@@H]([C@H]2N(C1C(=O)OCC1=CC=C(C=C1)[N+](=O)[O-])C([C@@H]2[C@@H](C)O)=O)C (p-nitrobenzyl (1R,5S,6S)-2-{1-[4-(3-methoxyazetidine-1-carbonyl)-1,3-oxazol-2-yl]azetidin-3-yl}thio-6-[(R)-1-hydroxyethyl]-1-methylcarbapen-2-em-3-carboxylate). Isolated yield 84.6%. As a reaction SMILES: C([S:4][CH:5]1[CH2:8][N:7]([C:9]2[O:10][CH:11]=[C:12]([C:14]([N:16]3[CH2:19][CH:18]([O:20][CH3:21])[CH2:17]3)=[O:15])[N:13]=2)[CH2:6]1)(=O)C.C(O)(=O)C.NN.C1(P(O[C:43]2[C@H:44]([CH3:67])[C@H:45]3[C@@H:62]([C@H:63]([OH:65])[CH3:64])[C:61](=[O:66])[N:46]3[C:47]=2[C:48]([O:50][CH2:51][C:52]2[CH:57]=[CH:56][C:55]([N+:58]([O-:60])=[O:59])=[CH:54][CH:53]=2)=[O:49])(C2C=CC=CC=2)=O)C=CC=CC=1.C(N(C(C)C)CC)(C)C.C(=O)([O-])O.[Na+]>CN(C)C=O.C(#N)C.C(OCC)(=O)C>[CH3:21][O:20][CH:18]1[CH2:17][N:16]([C:14]([C:12]2[N:13]=[C:9]([N:7]3[CH2:6][CH:5]([S:4][C:43]4[C@H:44]([CH3:67])[C@@H:45]5[C@@H:62]([C@H:63]([OH:65])[CH3:64])[C:61](=[O:66])[N:46]5[C:47]=4[C:48]([O:50][CH2:51][C:52]4[CH:57]=[CH:56][C:55]([N+:58]([O-:60])=[O:59])=[CH:54][CH:53]=4)=[O:49])[CH2:8]3)[O:10][CH:11]=2)=[O:15])[CH2:19]1 |f:1.2,5.6|. Procedure details: To a solution of 3-acetylthio-1-(4-(3-methoxyazetidine-I-carbonyl)-1,3-oxazol-2-yl)azetidine (330 mg, 1.06 mmol) (obtained as described in Reference Example 73) in dimethylformamide (17 ml) was added hydrazine acetate (117 mg, 1.27 mmol) at room temperature under an atmosphere of nitrogen and the mixture was stirred for 1 hour. After checking the completion of the reaction, a solution of p-nitrobenzyl (1R,5S,6S)-2-(diphenylphosphoryloxy)-6-[(R)-1-hydroxyethyl]-1-methylcarbapen-2-em-3-carboxylate... The reactants are ClC1=CC=C(C=C1)O (4-chlorophenol), [H-].[Na+] (sodium hydride), BrC=1SC(=CN1)C(=O)OCC (Ethyl 2-bromo-5-thiazolecarboxylate). Solvent: CS(=O)C (DMSO), CS(=O)C (DMSO), [Cl-].[Na+].O (brine). Conditions: temperature 150 celsius, time 20 minute. Yields the product ClC1=CC=C(OC=2SC(=CN2)C(=O)OCC)C=C1 (ethyl 2-(4-chlorophenoxy)-5-thiazolecarboxylate). As a reaction SMILES: [Cl:1][C:2]1[CH:7]=[CH:6][C:5]([OH:8])=[CH:4][CH:3]=1.[H-].[Na+].Br[C:12]1[S:13][C:14]([C:17]([O:19][CH2:20][CH3:21])=[O:18])=[CH:15][N:16]=1>CS(C)=O.[Cl-].[Na+].O>[Cl:1][C:2]1[CH:7]=[CH:6][C:5]([O:8][C:12]2[S:13][C:14]([C:17]([O:19][CH2:20][CH3:21])=[O:18])=[CH:15][N:16]=2)=[CH:4][CH:3]=1 |f:1.2,5.6.7|. Reported procedure: To a solution of 4-chlorophenol (4.24 g, 33 mmol) in DMSO (100 mL) was added sodium hydride (857 mg of a 97% dry sample, 34.65 mmol) and the mixture was stirred for 20 mins. Ethyl 2-bromo-5-thiazolecarboxylate (7.79 g, 33 mmol) was then added as a solution in DMSO (10 mL) and the reaction was heated at 150° C. for 18 hrs. It was then cooled to r.t., diluted with brine (150 mL) and extracted with ethylacetate (3×150 mL). The organics were combined, dried with MgSO4 and concentrated to afford ethy...